From a dataset of the Open Reaction Database (ORD), a public repository of structured organic reaction records. describe an organic reaction: reactants, conditions, products, and yield Starting materials: C(#N)C1=C(C=C(C=N1)N[C@H]1[C@H](CCCC1)NC(OC(C)(C)C)=O)NC1=NC(=C(C=C1)C#N)C (tert-butyl [(1S,2R)-2-({6-cyano-5-[(5-cyano-6-methylpyridin-2-yl)amino]pyridin-3-yl}amino)cyclohexyl]carbamate), FC(C(=O)O)(F)F (trifluoroacetic acid). The solvent is ClCCl (dichloromethane). Conditions: time 16 hour. Product: N[C@@H]1[C@@H](CCCC1)NC=1C=C(C(=NC1)C#N)NC1=NC(=C(C=C1)C#N)C (5-{[(1R,2S)-2-aminocyclohexyl]amino}-3-[(5-cyano-6-methylpyridin-2-yl)amino]pyridine-2-carbonitrile). Reaction SMILES: [C:1]([C:3]1[N:8]=[CH:7][C:6]([NH:9][C@@H:10]2[CH2:15][CH2:14][CH2:13][CH2:12][C@@H:11]2[NH:16]C(=O)OC(C)(C)C)=[CH:5][C:4]=1[NH:24][C:25]1[CH:30]=[CH:29][C:28]([C:31]#[N:32])=[C:27]([CH3:33])[N:26]=1)#[N:2].FC(F)(F)C(O)=O>ClCCl>[NH2:16][C@H:11]1[CH2:12][CH2:13][CH2:14][CH2:15][C@H:10]1[NH:9][C:6]1[CH:5]=[C:4]([NH:24][C:25]2[CH:30]=[CH:29][C:28]([C:31]#[N:32])=[C:27]([CH3:33])[N:26]=2)[C:3]([C:1]#[N:2])=[N:8][CH:7]=1. Procedure: To a solution of tert-butyl [(1S,2R)-2-({6-cyano-5-[(5-cyano-6-methylpyridin-2-yl)amino]pyridin-3-yl}amino)cyclohexyl]carbamate (58 mg, 0.13 mmol) in dichloromethane (1.3 mL) was added trifluoroacetic acid (1.0 mL, 13 mmol) at room temperature. After 16 hours, the reaction mixture was concentrated under reduced pressure to afford 5-{[(1R,2S)-2-aminocyclohexyl]amino}-3-[(5-cyano-6-methylpyridin-2-yl)amino]pyridine-2-carbonitrile. The material was used in the next step without further purification... Reactants: O (Water), ClC1=CC=C2CC(NC2=C1)=O (6-chlorooxindole), ClC1=CC(=NC(=N1)OC)OC (6-chloro-2,4-dimethoxy-pyrimidine), [H-].[Li+] (lithium hydride). Run in CN(C=O)C (N,N-dimethylformamide). Conditions: time 10 minute. The product is ClC1=CC=C2C(C(NC2=C1)=O)C1=NC(=NC(=C1)OC)OC (rac-6-chloro-3-(2,6-dimethoxy-pyrimidin-4-yl)-1,3-dihydro-indol-2-one). As a reaction SMILES: [Cl:1][C:2]1[CH:10]=[C:9]2[C:5]([CH2:6][C:7](=[O:11])[NH:8]2)=[CH:4][CH:3]=1.[H-].[Li+].Cl[C:15]1[N:20]=[C:19]([O:21][CH3:22])[N:18]=[C:17]([O:23][CH3:24])[CH:16]=1.O>CN(C)C=O>[Cl:1][C:2]1[CH:10]=[C:9]2[C:5]([CH:6]([C:15]3[CH:16]=[C:17]([O:23][CH3:24])[N:18]=[C:19]([O:21][CH3:22])[N:20]=3)[C:7](=[O:11])[NH:8]2)=[CH:4][CH:3]=1 |f:1.2|. Procedure details: To a suspension of 6-chlorooxindole (0.94 g, 5.34 mmol) (Cresent Chem.) in N,N-dimethylformamide (20 mL) at room temperature was added lithium hydride (86 mg, 10.7 mmol) (Aldrich). The mixture was stirred at room temperature for 10 minutes, then 6-chloro-2,4-dimethoxy-pyrimidine (0.93 g, 5.34 mmol) (Aldrich) was added. The reaction mixture was heated at 110° C. for 3 hours. The mixture was cooled to room temperature. Water (100 mL) was added, and mixture was extracted with ethyl acetate (2×100 m... Starting materials: ClC1=NC=CC(=N1)OC1CCN(CC1)C(=O)OC(C)(C)C (tert-butyl 4-[(2-chloropyrimidin-4-yl)oxy]piperidine-1-carboxylate), CC=1C=C(C=C(C1)C1=CC=CC=C1)N (5-methylbiphenyl-3-amine), CC=1C=CC(=CC1)S(=O)(=O)O (TsOH). The solvent is O1CCOCC1 (dioxane). The product is CC=1C=C(C=C(C1)C1=CC=CC=C1)NC1=NC=CC(=N1)OC1CCNCC1 (N-(5-methylbiphenyl-3-yl)-4-(piperidin-4-yloxy)pyrimidin-2-amine), S(=O)(=O)([O-])C1=CC=C(C)C=C1 (tosylate). RXN SMILES: Cl[C:2]1[N:7]=[C:6]([O:8][CH:9]2[CH2:14][CH2:13][N:12](C(OC(C)(C)C)=O)[CH2:11][CH2:10]2)[CH:5]=[CH:4][N:3]=1.[CH3:22][C:23]1[CH:24]=[C:25]([NH2:35])[CH:26]=[C:27]([C:29]2[CH:34]=[CH:33][CH:32]=[CH:31][CH:30]=2)[CH:28]=1.[CH3:36][C:37]1[CH:38]=[CH:39][C:40]([S:43]([OH:46])(=[O:45])=[O:44])=[CH:41][CH:42]=1>O1CCOCC1>[CH3:22][C:23]1[CH:24]=[C:25]([NH:35][C:2]2[N:7]=[C:6]([O:8][CH:9]3[CH2:10][CH2:11][NH:12][CH2:13][CH2:14]3)[CH:5]=[CH:4][N:3]=2)[CH:26]=[C:27]([C:29]2[CH:34]=[CH:33][CH:32]=[CH:31][CH:30]=2)[CH:28]=1.[S:43]([C:40]1[CH:41]=[CH:42][C:37]([CH3:36])=[CH:38][CH:39]=1)([O-:46])(=[O:45])=[O:44]. Procedure: A solution of tert-butyl 4-[(2-chloropyrimidin-4-yl)oxy]piperidine-1-carboxylate (62.8 mg, 0.2 mmol) and 5-methylbiphenyl-3-amine (36.6 mg, 0.2 mmol) in 0.1 M 1:1 TsOH:dioxane (2.0 mL) was heated to 100° C. overnight. Upon cooling to room temperature, the reaction mixture was concentrated in vacuo. The resulting light yellow solid was triturated in 1:1 dichloromethane:diethyl ether (10 mL). The solid was removed by filtration then dried under vacuum to provide N-(5-methylbiphenyl-3-yl)-4-(piperi... Reactants: ClC1=CC=C(OC(=O)N([C@@H]2CC[C@H](CC2)COS(=O)(=O)C)C)C=C1 (trans-Methanesulfonic acid 4-[(4-chloro-phenoxycarbonyl)-methyl-amino]-cyclohexylmethyl ester), C(C)(=S)[O-].[K+] (potassium thioacetate). Solvent: CN(C)C=O (DMF). Conditions: temperature 100 celsius. Product: ClC1=CC=C(OC(=O)N([C@@H]2CC[C@H](CC2)CSC(C)=O)C)C=C1 (trans-Thioacetic acid S-{4-[(4-chloro-phenoxycarbonyl)-methyl-amino]-cyclohexylmethyl} ester). Yield: 103.7%. RXN SMILES: [Cl:1][C:2]1[CH:24]=[CH:23][C:5]([O:6][C:7]([N:9]([CH3:22])[C@H:10]2[CH2:15][CH2:14][C@H:13]([CH2:16]OS(C)(=O)=O)[CH2:12][CH2:11]2)=[O:8])=[CH:4][CH:3]=1.[C:25]([O-:28])(=[S:27])[CH3:26].[K+]>CN(C=O)C>[Cl:1][C:2]1[CH:3]=[CH:4][C:5]([O:6][C:7]([N:9]([CH3:22])[C@H:10]2[CH2:11][CH2:12][C@H:13]([CH2:16][S:27][C:25](=[O:28])[CH3:26])[CH2:14][CH2:15]2)=[O:8])=[CH:23][CH:24]=1 |f:1.2|. Procedure details: To 1.72 g (4.58 mmol) trans-Methanesulfonic acid 4-[(4-chloro-phenoxycarbonyl)-methyl-amino]-cyclohexylmethyl ester in 17 ml DMF, 0.78 g (6.86 mmol, 1.5 eq) potassium thioacetate were added and the mixture was heated to 100° C. for 10 min. The mixture was concentrated under vacuum and the residue was dissolved in saturated NaHCO3/Et2O(3×). The organic phases were washed with brine, dried over Na2SO4 and evaporated to yield 1.69 g (quantitative) of trans-Thioacetic acid S-{4-[(4-chloro-phenoxycar... Solvent: C1(=CC=CC=C1)C (toluene), hexanes. Reaction SMILES: [Cl:1][C:2]1[CH:3]=[C:4]([CH:7]=[CH:8][C:9]=1[F:10])[CH:5]=O.[C:11]([CH2:16][CH:17]=P(C1C=CC=CC=1)(C1C=CC=CC=1)C1C=CC=CC=1)([O:13][CH2:14][CH3:15])=[O:12]>C1(C)C=CC=CC=1>[Cl:1][C:2]1[CH:3]=[C:4](/[CH:5]=[C:16](\[CH3:17])/[C:11]([O:13][CH2:14][CH3:15])=[O:12])[CH:7]=[CH:8][C:9]=1[F:10]. Isolated yield 101.5%. Product: ClC=1C=C(C=CC1F)/C=C(/C(=O)OCC)\C ((E)-ethyl 3-(3-chloro-4-fluorophenyl)-2-methylacrylate). Procedure: 3-Chloro-4-fluorobenzaldehyde (10 g, 63.1 mmol) was dissolved in 300 mL toluene. (Carboethoxyethylidene)triphenylphosphorane (25 g, 69.4 mmol) was added and the mixture was heated to reflux overnight. The solution was cooled, diluted with hexanes and the solid was filtered. The filtrate was evaporated in vacuo, and the residue was dissolved in ether and filtered through a plug of silica using ether as eluent. The solvent was evaporated in vacuo to afford the title compound (15.55 g) as a semi so... Reactants: ClC=1C=C(C=O)C=CC1F (3-Chloro-4-fluorobenzaldehyde), C(=O)(OCC)CC=P(C1=CC=CC=C1)(C1=CC=CC=C1)C1=CC=CC=C1 ((Carboethoxyethylidene)triphenylphosphorane). Starting materials: CC(=O)NCCNc1cc(NC(=O)CCl)nc(-c2ccccc2)n1, C1CCOC1, COc1ccc(CC2CCNCC2)cc1, CC#N, CCN(C(C)C)C(C)C. Product: COc1ccc(CC2CCN(CC(=O)Nc3cc(NCCNC(C)=O)nc(-c4ccccc4)n3)CC2)cc1. Reaction SMILES: [C:1]([CH3:2])(=[O:3])[NH:4][CH2:5][CH2:6][NH:7][c:8]1[cH:9][c:10]([NH:20][C:21]([CH2:22][Cl:23])=[O:24])[n:11][c:12](-[c:14]2[cH:15][cH:16][cH:17][cH:18][cH:19]2)[n:13]1.[CH2:49]1[O:50][CH2:51][CH2:52][CH2:53]1.[CH3:25][O:26][c:27]1[cH:28][cH:29][c:30]([CH2:31][CH:32]2[CH2:33][CH2:34][NH:35][CH2:36][CH2:37]2)[cH:38][cH:39]1.[CH3:54][C:55]#[N:56].[CH:40]([N:41]([CH2:42][CH3:43])[CH:44]([CH3:45])[CH3:46])([CH3:47])[CH3:48]>>[C:1]([CH3:2])(=[O:3])[NH:4][CH2:5][CH2:6][NH:7][c:8]1[cH:9][c:10]([NH:20][C:21]([CH2:22][N:35]2[CH2:34][CH2:33][CH:32]([CH2:31][c:30]3[cH:29][cH:28][c:27]([O:26][CH3:25])[cH:39][cH:38]3)[CH2:37][CH2:36]2)=[O:24])[n:11][c:12](-[c:14]2[cH:15][cH:16][cH:17][cH:18][cH:19]2)[n:13]1.